This data is from the Open Reaction Database (ORD), a public repository of structured organic reaction records. The task is: describe an organic reaction: reactants, conditions, products, and yield The reactants are COC1=CC=C(C=C1)C (4-methoxytoluene), [C-]#N.[Na+] (NaCN), Na acetate, Methylanisoles, COCC1=CC=C(C=C1)OC (4-(methoxymethyl)-anisole). Product: COC(C1=CC=C(C=C1)OC)OC (anisaldehyde-dimethylacetal). Isolated yield 15.0%. RXN SMILES: [CH3:1][O:2]C1C=CC(C)=CC=1.[C-]#N.[Na+].[CH3:13][O:14][CH2:15][C:16]1[CH:21]=[CH:20][C:19]([O:22][CH3:23])=[CH:18][CH:17]=1>>[CH3:13][O:14][CH:15]([O:2][CH3:1])[C:16]1[CH:21]=[CH:20][C:19]([O:22][CH3:23])=[CH:18][CH:17]=1 |f:1.2|. Reported procedure: In the article "Nuclear Cyanation of Methylanisoles" by k. Yoshida, M. Shigi and T. Fueno in J. Org. Chem., 1975, Vol. 40, No. 1, pp. 63-66, the reaction of 4-methoxytoluene (Ic) in a methanolic solution of NaCN or Na acetate is described. In this reaction, 4-(methoxymethyl)-anisole and, in a material (current) yield of 15% (24%) of the theoretical, anisaldehyde-dimethylacetal (IIc) are also formed, in addition to the respective ring-substitution products. Reactants: C[O-].[Na+] (sodium methoxide), C(C1=CC=CC=C1)S (benzyl mercaptan), CS(=O)(=O)C=1SC=CC1Br (3-bromo-2-thienyl methyl sulfone). Solvent: CN(C=O)C (dimethylformamide). Run at time 16 hour. Yields the product CS(=O)(=O)C=1SC=CC1SCC1=CC=CC=C1 (3-Benzylthio-2-thienyl methyl sulfone). Reaction SMILES: C[O-].[Na+].[CH2:4]([SH:11])[C:5]1[CH:10]=[CH:9][CH:8]=[CH:7][CH:6]=1.[CH3:12][S:13]([C:16]1[S:17][CH:18]=[CH:19][C:20]=1Br)(=[O:15])=[O:14]>CN(C)C=O>[CH3:12][S:13]([C:16]1[S:17][CH:18]=[CH:19][C:20]=1[S:11][CH2:4][C:5]1[CH:10]=[CH:9][CH:8]=[CH:7][CH:6]=1)(=[O:15])=[O:14] |f:0.1|. Procedure: To a solution of 2 g of sodium methoxide in 100 ml of dimethylformamide was added 6 ml of benzyl mercaptan followed by 10 g of 3-bromo-2-thienyl methyl sulfone. The temperature rose to 70°. The mixture was stirred at room temperature for 16 hours and then at 70° for 1 hour. Most of the dimethylformamide was evaporated at reduced pressure and ice-water was added to the residue. The resulting solid was filtered, washed with ice-water and hexane to afford 14 g of crude XXVII. A dried sample of this...